From a dataset of the Open Reaction Database (ORD), a public repository of structured organic reaction records. describe an organic reaction: reactants, conditions, products, and yield RXN SMILES: [BrH:10].[OH:1][CH2:2][CH2:3][c:4]1[n:5][cH:6][cH:7][cH:8][cH:9]1>>[CH2:2]([CH2:3][c:4]1[n:5][cH:6][cH:7][cH:8][cH:9]1)[Br:10]. The product is BrCCc1ccccn1. The reactants are Br, OCCc1ccccn1. Starting materials: CS(=O)(=O)O[C@@H]1CN(CC1)C=1SC2=C(N1)C=CC(=C2)C2=CC=C(C=C2)C#N ((S)-1-(6-(4-cyanophenyl)benzo[d]thiazol-2-yl)pyrrolidin-3-yl methanesulfonate), C[C@H]1NCCC1 ((R)-2-methylpyrrolidine), C(C)(C)N(C(C)C)CC (N,N-diisopropylethylamine). Solvent: C(C)#N (acetonitrile). Yields the product C[C@H]1N(CCC1)[C@H]1CN(CC1)C=1SC2=C(N1)C=CC(=C2)C2=CC=C(C#N)C=C2 (4-(2-((2R,3′R)-2-methyl-1,3′-bipyrrolidin-1′-yl)benzo[d]thiazol-6-yl)benzonitrile). Reaction SMILES: CS(O[C@H:6]1[CH2:10][CH2:9][N:8]([C:11]2[S:12][C:13]3[CH:19]=[C:18]([C:20]4[CH:25]=[CH:24][C:23]([C:26]#[N:27])=[CH:22][CH:21]=4)[CH:17]=[CH:16][C:14]=3[N:15]=2)[CH2:7]1)(=O)=O.[CH3:28][C@@H:29]1[CH2:33][CH2:32][CH2:31][NH:30]1.C(N(CC)C(C)C)(C)C>C(#N)C>[CH3:28][C@@H:29]1[CH2:33][CH2:32][CH2:31][N:30]1[C@@H:6]1[CH2:10][CH2:9][N:8]([C:11]2[S:12][C:13]3[CH:19]=[C:18]([C:20]4[CH:21]=[CH:22][C:23]([C:26]#[N:27])=[CH:24][CH:25]=4)[CH:17]=[CH:16][C:14]=3[N:15]=2)[CH2:7]1. Procedure: A stirred solution of (S)-1-(6-(4-cyanophenyl)benzo[d]thiazol-2-yl)pyrrolidin-3-yl methanesulfonate (Reference Example 13c, 32 mg, 0.080 mmol), (R)-2-methylpyrrolidine (27.3 mg, 0.320 mmol), and N,N-diisopropylethylamine (0.17 mL, 0.961 mmol) in acetonitrile (2 mL) was heated to 150° C. under microwave irradiation for 20 minutes. The reaction mixture was cooled to room temperature then purified by silica gel chromatography (98:2:0 to 98:2:1 dichloromethane/methanol/aqueous NH4OH). Fractions cont... The reactants are O=Cc1sccc1Br, CCOC(C)=O, CN(C)C=O, C[S-], [Na+]. The product is CSc1ccsc1C=O. Reaction SMILES: [Br:1][c:2]1[c:3]([CH:7]=[O:8])[s:4][cH:5][cH:6]1.[CH3:12][CH2:13][O:14][C:15](=[O:16])[CH3:17].[CH3:18][N:19]([CH3:20])[CH:21]=[O:22].[CH3:9][S-:10].[Na+:11]>>[c:2]1([S:10][CH3:9])[c:3]([CH:7]=[O:8])[s:4][cH:5][cH:6]1. Starting materials: N1[C@H](C(=O)O)CCC1.C(C1=CC=CC=C1)NC([C@@H](N)[C@@H](C)CC)=O (L-proline L-isoleucine benzylamide), C(C1=CC=CC=C1)(=O)OC1=CC=C(C=C1)C(CBr)=O (4'-benzoyloxy-2-bromoacetophenone). The product is C(C1=CC=CC=C1)(=O)OC1=CC=C(C=C1)C(CN1[C@H](C(=O)N(C([C@@H](N)[C@@H](C)CC)=O)CC2=CC=CC=C2)CCC1)=O (L-isoleucine, N-[1-(2-(4-benzoyloxyphenyl)-2-oxoethyl)-L-prolyl] benzylamide). The yield is 48.8%. Reaction SMILES: [NH:1]1[CH2:8][CH2:7][CH2:6][C@H:2]1[C:3]([OH:5])=O.[CH2:9]([NH:16][C:17](=[O:24])[C@H:18]([C@H:20]([CH2:22][CH3:23])[CH3:21])[NH2:19])[C:10]1[CH:15]=[CH:14][CH:13]=[CH:12][CH:11]=1.[C:25]([O:33][C:34]1[CH:39]=[CH:38][C:37]([C:40](=[O:43])[CH2:41]Br)=[CH:36][CH:35]=1)(=[O:32])[C:26]1[CH:31]=[CH:30][CH:29]=[CH:28][CH:27]=1>>[C:25]([O:33][C:34]1[CH:35]=[CH:36][C:37]([C:40](=[O:43])[CH2:41][N:1]2[CH2:8][CH2:7][CH2:6][C@H:2]2[C:3]([N:16]([CH2:9][C:10]2[CH:15]=[CH:14][CH:13]=[CH:12][CH:11]=2)[C:17](=[O:24])[C@H:18]([C@H:20]([CH2:22][CH3:23])[CH3:21])[NH2:19])=[O:5])=[CH:38][CH:39]=1)(=[O:32])[C:26]1[CH:27]=[CH:28][CH:29]=[CH:30][CH:31]=1 |f:0.1|. Procedure details: Using the procedure described in Example 5, treatment of L-proline-L-isoleucine benzylamide (200 mg, 0.63 mmol) with 4'-benzoyloxy-2-bromoacetophenone (302 mg, 0.95 mmol, 1.5 eq) provided 171 mg of L-isoleucine, N-[1-(2-(4-benzoyloxyphenyl)-2-oxoethyl)-L-prolyl] benzylamide as a foam. Starting materials: Cc1ccc(F)cc1C(=O)O, O=S(Cl)Cl. Yields the product Cc1ccc(F)cc1C(=O)Cl. Reaction SMILES: [F:1][c:2]1[cH:3][cH:4][c:5]([CH3:11])[c:6]([C:7](=[O:8])[OH:9])[cH:10]1.[S:12]([Cl:13])([Cl:14])=[O:15]>>[F:1][c:2]1[cH:3][cH:4][c:5]([CH3:11])[c:6]([C:7](=[O:8])[Cl:14])[cH:10]1. The reactants are O=C1N2CCC3=C(C24C(CC1(S4)C4=CC=CC=C4)C#N)C=CC=C3 (1,2,3,4,6,7-hexahydro-4-oxo-3-phenyl-3,11b-epithio-11bH-benzo[a]quinolizine-1-carbonitrile). The solvent is C[O-].[Na+] (sodium methylate). Yields the product O=C1N2CCC3=C(C2=C(C=C1C1=CC=CC=C1)C#N)C=CC=C3 (6,7-dihydro-4-oxo-3-phenyl-4H-benzo[a]quinolizine-1-carbonitrile). As a reaction SMILES: [O:1]=[C:2]1[C:11]2([C:13]3[CH:18]=[CH:17][CH:16]=[CH:15][CH:14]=3)S[C:8]3([CH:9]([C:19]#[N:20])[CH2:10]2)[N:3]1[CH2:4][CH2:5][C:6]1[CH:24]=[CH:23][CH:22]=[CH:21][C:7]=13>C[O-].[Na+]>[O:1]=[C:2]1[C:11]([C:13]2[CH:14]=[CH:15][CH:16]=[CH:17][CH:18]=2)=[CH:10][C:9]([C:19]#[N:20])=[C:8]2[N:3]1[CH2:4][CH2:5][C:6]1[CH:24]=[CH:23][CH:22]=[CH:21][C:7]=12 |f:1.2|. Procedure details: 1.7 g of 1,2,3,4,6,7-hexahydro-4-oxo-3-phenyl-3,11b-epithio-11bH-benzo[a]quinolizine-1-carbonitrile were heated at reflux for 2 hours together with a sodium methylate solution (prepared from 156 mg of sodium in 40 ml of methanol). After cooling, the crystallized-out product was removed by filtration under suction and recrystallized from isopropanol. There was obtained pure 6,7-dihydro-4-oxo-3-phenyl-4H-benzo[a]quinolizine-1-carbonitrile of m.p. 204°-205°. Starting materials: O=C([O-])[O-], CC(C)(C)OC(=O)N1CC(O)CC1C(=O)O, CI, CN(C)C=O, CCOC(C)=O, [K+], [K+], O. Yields the product COC(=O)C1CC(O)CN1C(=O)OC(C)(C)C. RXN SMILES: [C:17](=[O:18])([O-:19])[O-:20].[C:1]([CH3:2])([CH3:3])([CH3:4])[O:5][C:6](=[O:7])[N:8]1[CH:9]([C:14](=[O:15])[OH:16])[CH2:10][CH:11]([OH:13])[CH2:12]1.[CH3:23][I:24].[CH3:26][N:27]([CH3:28])[CH:29]=[O:30].[CH3:31][CH2:32][O:33][C:34](=[O:35])[CH3:36].[K+:21].[K+:22].[OH2:25]>>[C:1]([CH3:2])([CH3:3])([CH3:4])[O:5][C:6](=[O:7])[N:8]1[CH:9]([C:14](=[O:15])[O:16][CH3:17])[CH2:10][CH:11]([OH:13])[CH2:12]1. Reactants: O=C([O-])[O-], Cc1ccccc1, COc1cc(Cl)nnc1Oc1ccccc1C, [K+], [K+], O, OB(O)c1ccccc1, c1ccc(P(c2ccccc2)(c2ccccc2)[Pd](P(c2ccccc2)(c2ccccc2)c2ccccc2)(P(c2ccccc2)(c2ccccc2)c2ccccc2)P(c2ccccc2)(c2ccccc2)c2ccccc2)cc1. Product: COc1cc(-c2ccccc2)nnc1Oc1ccccc1C. RXN SMILES: [C:34](=[O:35])([O-:36])[O-:37].[CH3:18][c:19]1[cH:20][cH:21][cH:22][cH:23][cH:24]1.[Cl:1][c:2]1[cH:3][c:4]([O:16][CH3:17])[c:5]([O:8][c:9]2[c:10]([CH3:15])[cH:11][cH:12][cH:13][cH:14]2)[n:6][n:7]1.[K+:38].[K+:39].[OH2:117].[OH:25][B:26]([c:27]1[cH:28][cH:29][cH:30][cH:31][cH:32]1)[OH:33].[cH:40]1[cH:41][cH:42][c:43]([P:44]([Pd:45]([P:46]([c:47]2[cH:48][cH:49][cH:50][cH:51][cH:52]2)([c:53]2[cH:54][cH:55][cH:56][cH:57][cH:58]2)[c:59]2[cH:60][cH:61][cH:62][cH:63][cH:64]2)([P:65]([c:66]2[cH:67][cH:68][cH:69][cH:70][cH:71]2)([c:72]2[cH:73][cH:74][cH:75][cH:76][cH:77]2)[c:78]2[cH:79][cH:80][cH:81][cH:82][cH:83]2)[P:84]([c:85]2[cH:86][cH:87][cH:88][cH:89][cH:90]2)([c:91]2[cH:92][cH:93][cH:94][cH:95][cH:96]2)[c:97]2[cH:98][cH:99][cH:100][cH:101][cH:102]2)([c:103]2[cH:104][cH:105][cH:106][cH:107][cH:108]2)[c:109]2[cH:110][cH:111][cH:112][cH:113][cH:114]2)[cH:115][cH:116]1>>[c:2]1(-[c:19]2[cH:20][cH:21][cH:22][cH:23][cH:24]2)[cH:3][c:4]([O:16][CH3:17])[c:5]([O:8][c:9]2[c:10]([CH3:15])[cH:11][cH:12][cH:13][cH:14]2)[n:6][n:7]1. Reactants: [BH4-], COC(=O)C(NC(=O)c1ccccc1)c1ccc(-c2ccc(SC(F)F)cc2)cc1, C1CCOC1, Cl, [Li+]. Yields the product O=C(NC(CO)c1ccc(-c2ccc(SC(F)F)cc2)cc1)c1ccccc1. As a reaction SMILES: [BH4-:31].[C:1]([c:2]1[cH:3][cH:4][cH:5][cH:6][cH:7]1)(=[O:8])[NH:9][CH:10]([C:11](=[O:12])[O:13][CH3:14])[c:15]1[cH:16][cH:17][c:18](-[c:21]2[cH:22][cH:23][c:24]([S:27][CH:28]([F:29])[F:30])[cH:25][cH:26]2)[cH:19][cH:20]1.[CH2:34]1[O:35][CH2:36][CH2:37][CH2:38]1.[ClH:33].[Li+:32]>>[C:1]([c:2]1[cH:3][cH:4][cH:5][cH:6][cH:7]1)(=[O:8])[NH:9][CH:10]([CH2:11][OH:12])[c:15]1[cH:16][cH:17][c:18](-[c:21]2[cH:22][cH:23][c:24]([S:27][CH:28]([F:29])[F:30])[cH:25][cH:26]2)[cH:19][cH:20]1.